Dataset: the Open Reaction Database (ORD), a public repository of structured organic reaction records. Task: describe an organic reaction: reactants, conditions, products, and yield Starting materials: C(CCC)N1C(C(=C(C2=CC=CN=C12)C1=CC(=CC=C1)C#CCO)NC(=O)NC1=C(C=CC=C1C(C)C)C(C)C)=O (N-[1-butyl-4-{3-(3-hydroxy-1-propynyl)phenyl}-1,2-dihydro-2-oxo-1,8-naphthyridin-3-yl]-N'-(2,6-diisopropylphenyl)urea), C(Br)(Br)(Br)Br (carbon tetrabromide), C1(=CC=CC=C1)P(C1=CC=CC=C1)C1=CC=CC=C1 (triphenylphosphine), O (water). Procedure details: To a solution of N-[1-butyl-4-{3-(3-hydroxy-1-propynyl)phenyl}-1,2-dihydro-2-oxo-1,8-naphthyridin-3-yl]-N'-(2,6-diisopropylphenyl)urea (90 mg, 0.16 mmol) in methylene chloride (1.5 ml) were added carbon tetrabromide (81 mg, 0.245 mmol) and triphenylphosphine (51 mg, 0.196 mmol) under ice-cooling, and the mixture was stirred for 30 minutes. To the mixture was added water, and the mixture was extracted with ethyl acetate. The extract was washed with a saturated aqueous sodium chloride solution, dr... Yield: 53.8%. RXN SMILES: [CH2:1]([N:5]1[C:14]2[C:9](=[CH:10][CH:11]=[CH:12][N:13]=2)[C:8]([C:15]2[CH:20]=[CH:19][CH:18]=[C:17]([C:21]#[C:22][CH2:23]O)[CH:16]=2)=[C:7]([NH:25][C:26]([NH:28][C:29]2[C:34]([CH:35]([CH3:37])[CH3:36])=[CH:33][CH:32]=[CH:31][C:30]=2[CH:38]([CH3:40])[CH3:39])=[O:27])[C:6]1=[O:41])[CH2:2][CH2:3][CH3:4].C(Br)(Br)(Br)[Br:43].C1(P(C2C=CC=CC=2)C2C=CC=CC=2)C=CC=CC=1.O>C(Cl)Cl>[CH2:1]([N:5]1[C:14]2[C:9](=[CH:10][CH:11]=[CH:12][N:13]=2)[C:8]([C:15]2[CH:20]=[CH:19][CH:18]=[C:17]([C:21]#[C:22][CH2:23][Br:43])[CH:16]=2)=[C:7]([NH:25][C:26]([NH:28][C:29]2[C:34]([CH:35]([CH3:37])[CH3:36])=[CH:33][CH:32]=[CH:31][C:30]=2[CH:38]([CH3:40])[CH3:39])=[O:27])[C:6]1=[O:41])[CH2:2][CH2:3][CH3:4]. Run in C(Cl)Cl (methylene chloride). Yields the product C(CCC)N1C(C(=C(C2=CC=CN=C12)C1=CC(=CC=C1)C#CCBr)NC(=O)NC1=C(C=CC=C1C(C)C)C(C)C)=O (N-[1-butyl-4-{3-(3-bromo-1-propynyl)phenyl}-1,2-dihydro-2-oxo-1,8-naphthyridin-3-yl]-N'-(2,6-diisopropylphenyl)urea). Run at time 30 minute.